This data is from the Open Reaction Database (ORD), a public repository of structured organic reaction records. The task is: describe an organic reaction: reactants, conditions, products, and yield Reactants: O (water), C([O-])([O-])=O.[Cs+].[Cs+] (cesium carbonate), COC(=O)C=1SC=CC1Br (Methyl-3-bromothiophene carboxylate), Cl.NC1=C(C=CC(=C1)C#N)B(O)O (2-amino-4-cyanophenylboronic acid hydrochloride). The reagents and catalysts are C1=CC=C(C=C1)P([C-]2C=CC=C2)C3=CC=CC=C3.C1=CC=C(C=C1)P([C-]2C=CC=C2)C3=CC=CC=C3.Cl[Pd]Cl.[Fe+2] (PdCl2(dppf)). The solvent is O1CCOCC1 (dioxane). The product is O=C1NC=2C=C(C=CC2C2=C1SC=C2)C#N (4-oxo-4,5-dihydrothieno[2,3-c]quinoline-7-carbonitrile), solid. Yield: 73.0%. As a reaction SMILES: CO[C:3]([C:5]1[S:6][CH:7]=[CH:8][C:9]=1Br)=[O:4].Cl.[NH2:12][C:13]1[CH:18]=[C:17]([C:19]#[N:20])[CH:16]=[CH:15][C:14]=1B(O)O.C(=O)([O-])[O-].[Cs+].[Cs+].O>O1CCOCC1.C1C=CC(P(C2C=CC=CC=2)[C-]2C=CC=C2)=CC=1.C1C=CC(P(C2C=CC=CC=2)[C-]2C=CC=C2)=CC=1.Cl[Pd]Cl.[Fe+2]>[O:4]=[C:3]1[C:5]2[S:6][CH:7]=[CH:8][C:9]=2[C:14]2[CH:15]=[CH:16][C:17]([C:19]#[N:20])=[CH:18][C:13]=2[NH:12]1 |f:1.2,3.4.5,8.9.10.11|. Reported procedure: Methyl-3-bromothiophene carboxylate (1.0 eq, 2.42 g, 10.95 mmol), 2-amino-4-cyanophenylboronic acid hydrochloride (1.05 eq, 2.28 g, 11.49 mmol) and cesium carbonate (2.0 eq, 7.13 g, 21.9 mmol) were suspended in dioxane (25 ml) containing 5% water. The mixture was degassed by bubbling nitrogen for 10 minutes. PdCl2(dppf) (0.05 eq, 400 mg, 0.55 mmol) was added and the mixture was stirred at reflux for 1.5 hours. The mixture was cooled down, the solid filtered, washed with dioxane, water and methan... Reactants: BrC=1C=C(C=CC1)N1N=C(C=C1N)C(C)(C)C (2-(3-bromo-phenyl)-5-t-butyl-2H-pyrazol-3-ylamine), C1=CC=C(C=C1)P(C2=CC=CC=C2)C3=CC=CC=C3 (PPh3), C(=O)([O-])[O-].[K+].[K+] (K2CO3), C(C)OC(C(=C)C)=O (2-methyl-acrylic acid ethyl ester). Reagents/catalysts: CC(=O)[O-].CC(=O)[O-].[Pd+2] (Pd(OAc)2). The solvent is CN(C)C=O (DMF). Reaction conditions: temperature 80 celsius, time 8 hour. Yields the product NC1=CC(=NN1C=1C=C(C=CC1)/C=C(/C(=O)O)\C)C(C)(C)C ((E)-3-[3-(5-amino-3-t-butyl-1H-pyrazol-1-yl)phenyl]-2-methylacrylic acid). Isolated yield 53.4%. Reaction SMILES: Br[C:2]1[CH:3]=[C:4]([N:8]2[C:12]([NH2:13])=[CH:11][C:10]([C:14]([CH3:17])([CH3:16])[CH3:15])=[N:9]2)[CH:5]=[CH:6][CH:7]=1.C1C=CC(P(C2C=CC=CC=2)C2C=CC=CC=2)=CC=1.C([O-])([O-])=O.[K+].[K+].C([O:45][C:46](=[O:50])[C:47]([CH3:49])=[CH2:48])C>CN(C=O)C.CC([O-])=O.CC([O-])=O.[Pd+2]>[NH2:13][C:12]1[N:8]([C:4]2[CH:3]=[C:2](/[CH:48]=[C:47](\[CH3:49])/[C:46]([OH:50])=[O:45])[CH:7]=[CH:6][CH:5]=2)[N:9]=[C:10]([C:14]([CH3:17])([CH3:16])[CH3:15])[CH:11]=1 |f:2.3.4,7.8.9|. Reported procedure: To a suspension of 2-(3-bromo-phenyl)-5-t-butyl-2H-pyrazol-3-ylamine (5.8 g, 20 mmol), Pd(OAc)2 (450 mg, 2 mmol), PPh3 (1.0 g, 4 mmol), and K2CO3 (5.5 g, 40 mmol) in DMF (50 mL) was added 2-methyl-acrylic acid ethyl ester (2.8 g, 25 mmol) at RT under N2. The mixture was stirred at 80° C. overnight, concentrated under reduced pressure, and purified by column chromatography to afford (E)-3-[3-(5-amino-3-t-butyl-1H-pyrazol-1-yl)phenyl]-2-methylacrylic acid (3.2 g). MS (ESI) m/z: 328 (M+H+) Starting materials: Cc1cc(N2CCCC2)c2ccc(O)cc2n1, ClCc1cccnc1, Cl. The product is Cc1cc(N2CCCC2)c2ccc(OCc3cccnc3)cc2n1. As a reaction SMILES: [CH3:1][c:2]1[n:3][c:4]2[cH:5][c:6]([OH:17])[cH:7][cH:8][c:9]2[c:10]([N:12]2[CH2:13][CH2:14][CH2:15][CH2:16]2)[cH:11]1.[Cl:19][CH2:20][c:21]1[cH:22][n:23][cH:24][cH:25][cH:26]1.[ClH:18]>>[CH3:1][c:2]1[n:3][c:4]2[cH:5][c:6]([O:17][CH2:20][c:21]3[cH:22][n:23][cH:24][cH:25][cH:26]3)[cH:7][cH:8][c:9]2[c:10]([N:12]2[CH2:13][CH2:14][CH2:15][CH2:16]2)[cH:11]1. The reactants are O (water), FC1=CC=C(C=C1)C1=NC(=NC(=C1/C=C/[C@H](C[C@H](CC(=O)[O-])O)O)C(C)C)N(S(=O)(=O)C)C.C[NH3+] (Methylammonium (E)-7-[4-(4-fluorophenyl)-6-isopropyl-2-[methyl(methylsulfonyl)amino]-pyrimidin-5-yl]-(3R,5S)-3,5-dihydroxyhept-6-enoate), C(C)(=O)OCC (ethyl acetate), Cl (hydrochloric acid). The solvent is [Cl-].[Na+].O (brine). Conditions: temperature 5 celsius, time 90 minute. Product: FC1=CC=C(C=C1)C1=NC(=NC(=C1/C=C/[C@H](C[C@H](CC(=O)[O-])O)O)C(C)C)N(S(=O)(=O)C)C.[NH4+] (ammonium (E)-7-[4-(4-fluorophenyl)-6-isopropyl-2-[methyl(methylsulfonyl)amino]-pyrimidin-5-yl]-(3R,5S)-3,5-dihydroxyhept-6-enoate). Isolated yield 65.1%. As a reaction SMILES: [F:1][C:2]1[CH:7]=[CH:6][C:5]([C:8]2[C:13](/[CH:14]=[CH:15]/[C@@H:16]([OH:24])[CH2:17][C@@H:18]([OH:23])[CH2:19][C:20]([O-:22])=[O:21])=[C:12]([CH:25]([CH3:27])[CH3:26])[N:11]=[C:10]([N:28]([CH3:33])[S:29]([CH3:32])(=[O:31])=[O:30])[N:9]=2)=[CH:4][CH:3]=1.C[NH3+:35].C(OCC)(=O)C.Cl.O>[Cl-].[Na+].O>[F:1][C:2]1[CH:7]=[CH:6][C:5]([C:8]2[C:13](/[CH:14]=[CH:15]/[C@@H:16]([OH:24])[CH2:17][C@@H:18]([OH:23])[CH2:19][C:20]([O-:22])=[O:21])=[C:12]([CH:25]([CH3:27])[CH3:26])[N:11]=[C:10]([N:28]([CH3:33])[S:29]([CH3:32])(=[O:31])=[O:30])[N:9]=2)=[CH:4][CH:3]=1.[NH4+:35] |f:0.1,5.6.7,8.9|. Procedure details: Methylammonium (E)-7-[4-(4-fluorophenyl)-6-isopropyl-2-[methyl(methylsulfonyl)amino]-pyrimidin-5-yl]-(3R,5S)-3,5-dihydroxyhept-6-enoate (10 g) was added to ethyl acetate (125 ml). The mixture was cooled to 5° C. and 1M hydrochloric acid in saturated brine (20 ml) was added, followed by water (30 ml) to obtain a two-phase solution. The aqueous phase was separated off and the organic phase was washed with water (30 ml) and dried over anhydrous magnesium sulphate. Aqueous ammonia (1.7 ml) was added...